The task is: describe an organic reaction: reactants, conditions, products, and yield. This data is from the Open Reaction Database (ORD), a public repository of structured organic reaction records. The reactants are Cn1cncn1 (effective_coupling_partner), CN(C)C(=O)Oc1ccccc1 (substrate). The reagents and catalysts are dcype. Reaction conditions: temperature 110 celsius, time 36 hour. Product: Cn1ncnc1c2ccccc2. Starting materials: COC1=C(C=2C(=NC=NC2C=C1OC)NC1=CC=CC=C1)N (6,7-dimethoxy-N 4-phenyl-quinazoline-4,5-diamine), C(=O)(N1C=NC=C1)N1C=NC=C1 (1,1′-carbonyldiimidazole). The solvent is ClCCCl (1,2-dichloroethane). Reaction conditions: temperature 90 celsius, time 4 hour. The product is COC=1C=C2N=CN=C3N(C(NC(C1OC)=C32)=O)C3=CC=CC=C3 (8,9-dimethoxy-3-phenyl-1H,3H-1,3,4,6-tetraaza-phenalen-2-one). RXN SMILES: [CH3:1][O:2][C:3]1[C:12]([O:13][CH3:14])=[CH:11][C:10]2[N:9]=[CH:8][N:7]=[C:6]([NH:15][C:16]3[CH:21]=[CH:20][CH:19]=[CH:18][CH:17]=3)[C:5]=2[C:4]=1[NH2:22].[C:23](N1C=CN=C1)(N1C=CN=C1)=[O:24]>ClCCCl>[CH3:14][O:13][C:12]1[CH:11]=[C:10]2[C:5]3[C:6]([N:15]([C:16]4[CH:17]=[CH:18][CH:19]=[CH:20][CH:21]=4)[C:23](=[O:24])[NH:22][C:4]=3[C:3]=1[O:2][CH3:1])=[N:7][CH:8]=[N:9]2. Procedure details: To a solution of 6,7-dimethoxy-N4-phenyl-quinazoline-4,5-diamine (0.2 g, 0.68 mmol) (from Example 1, Step C, supra) in 1,2-dichloroethane (50 mL) was added 1,1′-carbonyldiimidazole (0.55 g, 3.4 mmol) (Aldrich). The reaction mixture was heated with stirring at 90° C. for 4 hours. The solvent was evaporated and the residue was purified by chromatography using EtOAc/CH2Cl2/Et3N (1:1:0.04) as eluent to give the desired 8,9-dimethoxy-3-phenyl-1H,3H-1,3,4,6-tetraaza-phenalen-2-one as a yellow solid. (... The reactants are BrC1=NC=C(C=C1)C(C)(C)O (2-bromo-5-(1-hydroxy-1-methylethyl)pyridine), C1(=CC=CC=C1)C(C)(C#C)O (2-phenyl-3-butyn-2-ol), C(C)(C)NC(=O)C1=CN(C2=NC=CC=C2C1=O)C1=CC(=CC=C1)Br (N-isopropyl-1-(3-bromophenyl)-1,4-dihydro[1,8]naphthyridin-4-one-3-carboxamide), C[Si](C)(C)C#C (trimethylsilylacetylene). Product: OC(C)(C)C=1C=CC(=NC1)C#C[Si](C)(C)C (5-(1-hydroxy-1-methylethyl)-2-[(trimethylsilyl)ethynyl]pyridine). RXN SMILES: Br[C:2]1[CH:7]=[CH:6][C:5]([C:8]([OH:11])([CH3:10])[CH3:9])=[CH:4][N:3]=1.C(NC(C1C(=O)C2C(=NC=CC=2)N(C2C=CC=C(Br)C=2)C=1)=O)(C)C.[CH3:36][Si:37]([C:40]#[CH:41])([CH3:39])[CH3:38].C1(C(O)(C#C)C)C=CC=CC=1>>[OH:11][C:8]([C:5]1[CH:6]=[CH:7][C:2]([C:41]#[C:40][Si:37]([CH3:39])([CH3:38])[CH3:36])=[N:3][CH:4]=1)([CH3:10])[CH3:9]. Procedure details: Following the procedure of EXAMPLE 15, but substituting the product 2-bromo-5-(1-hydroxy-1-methylethyl)pyridine from present Step 1 for N-isopropyl-1-(3-bromophenyl)-1,4-dihydro[1,8]naphthyridin-4-one-3-carboxamide and trimethylsilylacetylene for 2-phenyl-3-butyn-2-ol, the 5-(1-hydroxy-1-methylethyl)-2-[(trimethylsilyl)ethynyl]pyridine compound was obtained. Starting materials: ClCCN1CCN(CC1)C(=O)OC(C)(C)C (tert-butyl 4-(2-chloroethyl)piperazine-1-carboxylate), [Na+].[I-] (NaI), CN (methylamine). Reaction conditions: temperature 70 celsius, time 12 hour. The product is CNCCN1CCN(CC1)C(=O)OC(C)(C)C (tert-butyl 4-(2-(methylamino)ethyl)piperazine-1-carboxylate). As a reaction SMILES: Cl[CH2:2][CH2:3][N:4]1[CH2:9][CH2:8][N:7]([C:10]([O:12][C:13]([CH3:16])([CH3:15])[CH3:14])=[O:11])[CH2:6][CH2:5]1.[Na+].[I-].[CH3:19][NH2:20]>>[CH3:19][NH:20][CH2:2][CH2:3][N:4]1[CH2:9][CH2:8][N:7]([C:10]([O:12][C:13]([CH3:16])([CH3:15])[CH3:14])=[O:11])[CH2:6][CH2:5]1 |f:1.2|. Reported procedure: Into a 50-mL sealed tube, was placed tert-butyl 4-(2-chloroethyl)piperazine-1-carboxylate (300 mg, 1.21 mmol, 1.00 equiv), methylamine (in ethanol) (10 mL), and NaI (100 mg). The resulting solution was stirred for 12 h at 70° C. in an oil bath. The resulting mixture was concentrated under vacuum. The resulting solution was diluted with 3 mL of water and adjusted to pH 7-8 with sodium bicarbonate (5%). The resulting solution was extracted with 2×5 mL of dichloromethane and the organic layers comb...